The task is: describe an organic reaction: reactants, conditions, products, and yield. This data is from the Open Reaction Database (ORD), a public repository of structured organic reaction records. The reactants are BrC=1C=C2C(=NN(C2=CC1)C1OCCCC1)C1=NC(=NC(=C1)OCC1=CC=C(C=C1)OC)S(=O)(=O)C (5-bromo-3-(6-((4-methoxybenzyl)oxy)-2-(methylsulfonyl)pyrimidin-4-yl)-1-(tetrahydro-2H-pyran-2-yl)-1H-indazole), CNC (dimethylamine). Solvent: O (water), CN1CCCC1=O (NMP), O (water). Conditions: temperature 90 celsius. The product is BrC=1C=C2C(=NN(C2=CC1)C1OCCCC1)C1=NC(=NC(=C1)OCC1=CC=C(C=C1)OC)N(C)C (4-(5-bromo-1-(tetrahydro-2H-pyran-2-yl)-1H-indazol-3-yl)-6-((4-methoxybenzyl)oxy)-N,N-dimethylpyrimidin-2-amine). RXN SMILES: [Br:1][C:2]1[CH:3]=[C:4]2[C:8](=[CH:9][CH:10]=1)[N:7]([CH:11]1[CH2:16][CH2:15][CH2:14][CH2:13][O:12]1)[N:6]=[C:5]2[C:17]1[CH:22]=[C:21]([O:23][CH2:24][C:25]2[CH:30]=[CH:29][C:28]([O:31][CH3:32])=[CH:27][CH:26]=2)[N:20]=[C:19](S(C)(=O)=O)[N:18]=1.[CH3:37][NH:38][CH3:39]>CN1C(=O)CCC1.O>[Br:1][C:2]1[CH:3]=[C:4]2[C:8](=[CH:9][CH:10]=1)[N:7]([CH:11]1[CH2:16][CH2:15][CH2:14][CH2:13][O:12]1)[N:6]=[C:5]2[C:17]1[CH:22]=[C:21]([O:23][CH2:24][C:25]2[CH:30]=[CH:29][C:28]([O:31][CH3:32])=[CH:27][CH:26]=2)[N:20]=[C:19]([N:38]([CH3:39])[CH3:37])[N:18]=1. Procedure details: A glass microwave reaction vessel was charged with 5-bromo-3-(6-((4-methoxybenzyl)oxy)-2-(methylsulfonyl)pyrimidin-4-yl)-1-(tetrahydro-2H-pyran-2-yl)-1H-indazole (204 mg, 0.356 mmol) and dimethylamine solution in water (0.4 mL, 3.02 mmol) in NMP (1 ml). The reaction was stirred and heated in a oil bath at 90° C. for 10 min. The mixture was diluted with water. The resulting white ppt was collected by filtration, washed with water, then MeOH, and dried to give the crude product. MS (ESI, pos. ion)...